From a dataset of the Open Reaction Database (ORD), a public repository of structured organic reaction records. describe an organic reaction: reactants, conditions, products, and yield The product is FC(C(F)(F)F)OCCC[Si](Cl)(Cl)Cl (tetrafluoroethyloxypropyl-trichlorosilane). Solvent: C(Cl)(Cl)Cl (chloroform). The reagents and catalysts are catalyst. The reactants are FC(C(F)(F)F)OCC=C (tetrafluoroethylallylether), Cl[SiH](Cl)Cl (trichlorosilane), ( II ). Reported procedure: Each hour, 1.5 liters (11.3 moles) of tetrafluoroethylallylether, 1.3 liters (12.7 moles) trichlorosilane and 10 ml of a catalyst solution are added to the reactor. The catalyst solution is prepared by dissolving 19.4 g of tetrachlorodioctenediplatinum (II) in 1000 ml of chloroform. Reaction SMILES: [F:1][CH:2]([O:7][CH2:8][CH:9]=[CH2:10])[C:3]([F:6])([F:5])[F:4].[Cl:11][SiH:12]([Cl:14])[Cl:13]>C(Cl)(Cl)Cl>[F:1][CH:2]([O:7][CH2:8][CH2:9][CH2:10][Si:12]([Cl:14])([Cl:13])[Cl:11])[C:3]([F:6])([F:5])[F:4].